describe an organic reaction: reactants, conditions, products, and yield From a dataset of the Open Reaction Database (ORD), a public repository of structured organic reaction records. Starting materials: N#Cc1ccc(CS(=O)(=O)O)cc1, [Na], O=P(Cl)(Cl)Cl. The product is N#Cc1ccc(CS(=O)(=O)Cl)cc1. Reaction SMILES: [C:1](#[N:2])[c:3]1[cH:4][cH:5][c:6]([CH2:7][S:8](=[O:9])(=[O:10])[OH:11])[cH:12][cH:13]1.[Na:14].[P:15]([Cl:16])([Cl:17])([Cl:18])=[O:19]>>[C:1](#[N:2])[c:3]1[cH:4][cH:5][c:6]([CH2:7][S:8](=[O:9])(=[O:10])[Cl:17])[cH:12][cH:13]1. Reactants: [Br-], CC[Mg+], CCOCC, Cc1ccccc1, CC(C)[O-], CC(C)[O-], CC(C)[O-], CC(C)[O-], ClCCl, Cl, N#Cc1ccc(-c2nc3ccc(C4(c5ccccc5)CC4)nc3s2)c(F)c1, [Na+], [OH-], [Ti+4]. The product is NC1(c2ccc(-c3nc4ccc(C5(c6ccccc6)CC5)nc4s3)c(F)c2)CC1. As a reaction SMILES: [Br-:1].[CH2:2]([CH3:3])[Mg+:4].[CH2:35]([O:36][CH2:37][CH3:38])[CH3:39].[CH3:40][c:41]1[cH:42][cH:43][cH:44][cH:45][cH:46]1.[CH3:47][CH:48]([CH3:49])[O-:50].[CH3:52][CH:53]([CH3:54])[O-:55].[CH3:56][CH:57]([CH3:58])[O-:59].[CH3:60][CH:61]([CH3:62])[O-:63].[Cl:64][CH2:65][Cl:66].[ClH:32].[F:5][c:6]1[cH:7][c:8]([C:9]#[N:10])[cH:11][cH:12][c:13]1-[c:14]1[s:15][c:16]2[n:17][c:18]([C:23]3([c:26]4[cH:27][cH:28][cH:29][cH:30][cH:31]4)[CH2:24][CH2:25]3)[cH:19][cH:20][c:21]2[n:22]1.[Na+:34].[OH-:33].[Ti+4:51]>>[CH2:2]1[CH2:3][C:9]1([c:8]1[cH:7][c:6]([F:5])[c:13](-[c:14]2[s:15][c:16]3[n:17][c:18]([C:23]4([c:26]5[cH:27][cH:28][cH:29][cH:30][cH:31]5)[CH2:24][CH2:25]4)[cH:19][cH:20][c:21]3[n:22]2)[cH:12][cH:11]1)[NH2:10]. Starting materials: CN1N=C(C2=C(C1=O)C=CS2)CC(C)C (5-Methyl-7-(2-methylpropyl)thieno[2,3-d]pyridazin-4(5H)-one), ClC1=C(C=O)C(=CC=C1)F (2chloro-6-fluorobenzaldehyde). The product is ClC1=C(C(=CC=C1)F)CC1=CC2=C(C(=NN(C2=O)C)CC(C)C)S1 (2-(2-Chloro-6-fluorophenyl)methyl-5-methyl-7-(2-methylpropyl)thieno[2,3-d]pyridazin-4(5H)-one). The yield is 4.3%. RXN SMILES: [CH3:1][N:2]1[C:7](=[O:8])[C:6]2[CH:9]=[CH:10][S:11][C:5]=2[C:4]([CH2:12][CH:13]([CH3:15])[CH3:14])=[N:3]1.[Cl:16][C:17]1[CH:24]=[CH:23][CH:22]=[C:21]([F:25])[C:18]=1[CH:19]=O>>[Cl:16][C:17]1[CH:24]=[CH:23][CH:22]=[C:21]([F:25])[C:18]=1[CH2:19][C:10]1[S:11][C:5]2[C:4]([CH2:12][CH:13]([CH3:15])[CH3:14])=[N:3][N:2]([CH3:1])[C:7](=[O:8])[C:6]=2[CH:9]=1. Procedure: Prepared from 5-methyl-7-(2-methylpropyl)thieno[2,3d]pyridazin-4(5H)one (example 6 step b 1.00 g) and 2chloro-6-fluorobenzaldehyde (0.96 g) according to the is procedure of Example 14. The crude product was purified by preparative normal-phase HPLC with gradient dichloromethane/ethanol elution followed by recrystallisation from isohexane to give the title compound (0.07 g). Starting materials: CC(C)(C)OC(=O)c1cc(NC2CC2)nc(S(=O)(=O)C2CC2)c1, ClCCl, O=C(O)C(F)(F)F. Product: O=C(O)c1cc(NC2CC2)nc(S(=O)(=O)C2CC2)c1. Reaction SMILES: [C:8]([CH3:9])([CH3:10])([CH3:11])[O:12][C:13]([c:14]1[cH:15][c:16]([NH:26][CH:27]2[CH2:28][CH2:29]2)[n:17][c:18]([S:20](=[O:21])(=[O:22])[CH:23]2[CH2:24][CH2:25]2)[cH:19]1)=[O:30].[Cl:31][CH2:32][Cl:33].[OH:1][C:2]([C:3]([F:4])([F:5])[F:6])=[O:7]>>[O:12]=[C:13]([c:14]1[cH:15][c:16]([NH:26][CH:27]2[CH2:28][CH2:29]2)[n:17][c:18]([S:20](=[O:21])(=[O:22])[CH:23]2[CH2:24][CH2:25]2)[cH:19]1)[OH:30]. Reactants: ClCCl, O=C(Cl)c1ccc2c(c1)C(=O)c1ccccc1CO2, OCCO. The product is O=C(OCCO)c1ccc2c(c1)C(=O)c1ccccc1CO2. As a reaction SMILES: [CH2:20]([Cl:21])[Cl:22].[Cl:1][C:2](=[O:3])[c:4]1[cH:5][c:6]2[c:7]([cH:18][cH:19]1)[O:8][CH2:9][c:10]1[c:11]([cH:14][cH:15][cH:16][cH:17]1)[C:12]2=[O:13].[OH:23][CH2:24][CH2:25][OH:26]>>[C:2](=[O:3])([c:4]1[cH:5][c:6]2[c:7]([cH:18][cH:19]1)[O:8][CH2:9][c:10]1[c:11]([cH:14][cH:15][cH:16][cH:17]1)[C:12]2=[O:13])[O:23][CH2:24][CH2:25][OH:26]. Reactants: C1=CC=CC=2CC3=CC=CC=C3C(C12)=O (anthrone), C([O-])([O-])=O.[K+].[K+] (potassium carbonate), BrCCO (2-bromoethanol). The solvent is CN(C)C=O (DMF). Conditions: time 1 hour. The product is C1=CC=CC2=CC3=CC=CC=C3C(=C12)OCCO (2-(9-anthracenyloxy)ethanol). Reaction SMILES: [CH:1]1[C:14]2[C:13](=[O:15])[C:12]3[C:7](=[CH:8][CH:9]=[CH:10][CH:11]=3)[CH2:6][C:5]=2[CH:4]=[CH:3][CH:2]=1.C(=O)([O-])[O-].[K+].[K+].Br[CH2:23][CH2:24][OH:25]>CN(C=O)C>[CH:11]1[C:12]2[C:7](=[CH:6][C:5]3[C:14]([C:13]=2[O:15][CH2:23][CH2:24][OH:25])=[CH:1][CH:2]=[CH:3][CH:4]=3)[CH:8]=[CH:9][CH:10]=1 |f:1.2.3|. Procedure: To a solution of anthrone (5.0 g, 25.7 mmole) in 34 mL anhydrous DMF under an inert atmosphere was added potassium carbonate (7.47 g, 54.1 mmole). To the resulting reaction mixture was added 2-bromoethanol (2.0 mL, 28.3 mmole). The resulting reaction mixture was stirred for 1 hr at room temperature, then 3 hrs at 80° C. The reaction was then cooled to room temperature and quenched with saturated NaHCO3. Ethyl acetate was added and the organic layer was collected and dried over magnesium sulfate.... Reactants: C(C1=CC=CC=C1)OC1=CC(OC2=CC(=CC=C12)O)=O (4-benzyloxy-7-hydroxycoumarin), C(C)(=O)C1=CC=C(C=C1)CCCBr (1-(4-acetylphenyl)-3-bromopropane). Run in CCO (EtOH). The product is C(C)(=O)C1=CC=C(C=C1)CCCOC1=CC=C2C(=CC(OC2=C1)=O)OCC1=CC=CC=C1 (7-(3-[4-Acetylphenyl]propoxy)-4-benzyloxycoumarin). Yield: 76.6%. As a reaction SMILES: [CH2:1]([O:8][C:9]1[C:18]2[C:13](=[CH:14][C:15]([OH:19])=[CH:16][CH:17]=2)[O:12][C:11](=[O:20])[CH:10]=1)[C:2]1[CH:7]=[CH:6][CH:5]=[CH:4][CH:3]=1.[C:21]([C:24]1[CH:29]=[CH:28][C:27]([CH2:30][CH2:31][CH2:32]Br)=[CH:26][CH:25]=1)(=[O:23])[CH3:22]>CCO>[C:21]([C:24]1[CH:29]=[CH:28][C:27]([CH2:30][CH2:31][CH2:32][O:19][C:15]2[CH:14]=[C:13]3[C:18]([C:9]([O:8][CH2:1][C:2]4[CH:7]=[CH:6][CH:5]=[CH:4][CH:3]=4)=[CH:10][C:11](=[O:20])[O:12]3)=[CH:17][CH:16]=2)=[CH:26][CH:25]=1)(=[O:23])[CH3:22]. Reported procedure: Alkylation of 4-benzyloxy-7-hydroxycoumarin (2.68; 0.01 mole) with 1-(4-acetylphenyl)-3-bromopropane (2.41 g; 0.01 mole) as described in example 45 gave 3.28 g (77%) of title compound of m.p. (EtOH) 117° νmax (mull) 1725, 1682, 1620 cm-1 ; τ(DMSO) 7.92 (2H, m); 7.48(3H, s); 7.18 (2H, m); 5.94(2H, t, J 6.4 Hz); 6.69(2H,s); 6.16 (1H,s); 3.17-2.00(12H,m). (Found; C, 75.14; H, 5.52; C21H24O5 requires; C, 75.68; H, 5.65%) Yields the product CCCC1CCC(c2ccc(F)c(F)c2F)CC1. RXN SMILES: [CH3:19][c:20]1[cH:21][cH:22][cH:23][cH:24][cH:25]1.[F:1][c:2]1[c:3]([C:10]2=[CH:11][CH2:12][CH:13]([CH2:16][CH2:17][CH3:18])[CH2:14][CH2:15]2)[cH:4][cH:5][c:6]([F:9])[c:7]1[F:8]>>[F:1][c:2]1[c:3]([CH:10]2[CH2:11][CH2:12][CH:13]([CH2:16][CH2:17][CH3:18])[CH2:14][CH2:15]2)[cH:4][cH:5][c:6]([F:9])[c:7]1[F:8]. Starting materials: Cc1ccccc1, CCCC1CC=C(c2ccc(F)c(F)c2F)CC1. Reactants: C(C)(=O)NNC(=O)NCC=C (1-Acetyl-4-allyl-semicarbazide), O=P(Cl)(Cl)Cl (POCl3), Cl (HCl), O=P(Cl)(Cl)Cl (POCl3), [OH-].[Na+] (NaOH). Run in O (water), O (water). Yields the product CC1=NN=C(O1)NCCC (5-Methyl-2-n-propylamino-1,3,4-oxadiazole). RXN SMILES: [C:1]([NH:4][NH:5][C:6]([NH:8][CH2:9][CH:10]=[CH2:11])=[O:7])(=O)[CH3:2].O=P(Cl)(Cl)Cl.Cl.[OH-].[Na+]>O>[CH3:2][C:1]1[O:7][C:6]([NH:8][CH2:9][CH2:10][CH3:11])=[N:5][N:4]=1 |f:3.4|. Reported procedure: 1-Acetyl-4-n-propyl semicarbazide (35 g, 0.22 mol) prepared by method (a) above, was refluxed with POCl3 (150 ml) for 2 hours, until no more HCl was evolved. Excess POCl3 was taken off by a water pump and the mixture poured into 200 ml. iced water and neutralized with 50% NaOH to pH 7. Red oil was extracted with dichloromethane (2×180 ml), dried, filtered and evaporated down to yield an oil which was distilled in a vigreux flask to yield the title compound as a pink liquid which crystallised upo...